This data is from the Open Reaction Database (ORD), a public repository of structured organic reaction records. The task is: describe an organic reaction: reactants, conditions, products, and yield The reactants are C(#N)C=1C(=C2C=CN(C2=CC1)CC(NO)=N)C(F)(F)F (2-[5-cyano-4-(trifluoromethyl)-1H-indol-1-yl]-N-hydroxyethanimidamide), BrC=1C=C(C(=O)O)C=CC1 (3-bromobenzoic acid). The product is BrC=1C=C(C=CC1)C1=NC(=NO1)CN1C=CC2=C(C(=CC=C12)C#N)C(F)(F)F (1-{[5-(3-Bromophenyl)-1,2,4-oxadiazol-3-yl]methyl}-4-(trifluoromethyl)-1H-indole-5-carbonitrile). As a reaction SMILES: [C:1]([C:3]1[C:4]([C:17]([F:20])([F:19])[F:18])=[C:5]2[C:9](=[CH:10][CH:11]=1)[N:8]([CH2:12][C:13](=[NH:16])[NH:14][OH:15])[CH:7]=[CH:6]2)#[N:2].[Br:21][C:22]1[CH:23]=[C:24]([CH:28]=[CH:29][CH:30]=1)[C:25](O)=O>>[Br:21][C:22]1[CH:23]=[C:24]([C:25]2[O:15][N:14]=[C:13]([CH2:12][N:8]3[C:9]4[C:5](=[C:4]([C:17]([F:19])([F:20])[F:18])[C:3]([C:1]#[N:2])=[CH:11][CH:10]=4)[CH:6]=[CH:7]3)[N:16]=2)[CH:28]=[CH:29][CH:30]=1. Reported procedure: Synthesized as described in Example 72 from 2-[5-cyano-4-(trifluoromethyl)-1H-indol-1-yl]-N-hydroxyethanimidamide and 3-bromobenzoic acid: MS (ESI): m/z 449 (M+1). Starting materials: C(CC)P1(OP(OP(O1)(=O)CCC)(=O)CCC)=O (T3P), solution, CC1CCCO1 (2-MeTHF), C[O-].[Na+].CO (NaOMe MeOH), N1=CC=CC=C1 (Pyridine), O=C1C(=CNC2=CC=CC=C12)C(=O)O (4-Oxo-1,4-dihydroquinoline-3-carboxylic acid), C(OC1=C(C=CC=C1)CCCC)(OC)=O (butylphenyl methyl carbonate), CC1CCCO1 (2-MeTHF), CC1CCCO1 (2-MeTHF). Run at time 8 hour. Yields the product C(C)(C)(C)C1=C(C=C(C(=C1)C(C)(C)C)O)NC(=O)C1=CNC2=CC=CC=C2C1=O (N-(2,4-di-tert-butyl-5-hydroxyphenyl)-4-oxo-1,4-dihydroquinoline-3-carboxamide). As a reaction SMILES: [O:1]=[C:2]1[C:11]2[C:6](=[CH:7][CH:8]=[CH:9][CH:10]=2)[NH:5][CH:4]=[C:3]1[C:12]([OH:14])=O.C(=O)(OC)O[C:17]1C=CC=[CH:19][C:18]=1[CH2:23]CCC.[CH3:30][CH:31]1[O:35][CH2:34][CH2:33][CH2:32]1.C(P1(=O)OP(CCC)(=O)OP([CH2:50][CH2:51][CH3:52])(=O)O1)CC.[N:54]1C=CC=C[CH:55]=1.[CH3:60][O-].[Na+].CO>>[C:51]([C:34]1[CH:33]=[C:32]([C:18]([CH3:17])([CH3:19])[CH3:23])[C:31]([OH:35])=[CH:30][C:55]=1[NH:54][C:12]([C:3]1[C:2](=[O:1])[C:11]2[C:6](=[CH:7][CH:8]=[CH:9][CH:10]=2)[NH:5][CH:4]=1)=[O:14])([CH3:52])([CH3:60])[CH3:50] |f:5.6.7|. Procedure details: 4-Oxo-1,4-dihydroquinoline-3-carboxylic acid, 26, (1.0 eq) and 5-amino-2,4-di-tert-, butylphenyl methyl carbonate, 32, (1.1 eq) were charged to a reactor. 2-MeTHF (4.0 vol, relative to the acid) was added followed by T3P® 50% solution in 2-MeTHF (1.7 eq). The T3P charged vessel was washed with 2-MeTHF (0.6 vol). Pyridine (2.0 eq) was then added, and the resulting suspension was heated to 47.5+/−5.0° C. and held at this temperature for 8 hours. A sample was taken and checked for completion by HPL...